describe an organic reaction: reactants, conditions, products, and yield From a dataset of the Open Reaction Database (ORD), a public repository of structured organic reaction records. The reactants are COC1=CC=C(C=C1)N1CCN(CC1)C1=CC=C(C=C1)NC=1SC=C(N1)C1=CC=CC=C1 (N-[4-[4-(4-methoxyphenyl)-1-piperazinyl]phenyl]-4-phenyl-2-thiazolamine), BrCC (bromoethane), [OH-].[Na+] (sodium hydroxide), CN(C=O)C (N,N-dimethylformamide), BrCC (bromoethane), [OH-].[Na+] (sodium hydroxide). Solvent: O (water). Conditions: time 16 hour. Product: C(C)N(C=1SC=C(N1)C1=CC=CC=C1)C1=CC=C(C=C1)N1CCN(CC1)C1=CC=C(C=C1)OC (N-ethyl-N-[4-[4-(4-methoxyphenyl)-1-piperazinyl]phenyl]-4-phenyl-2-thiazolamine). Yield: 81.7%. Reaction SMILES: [CH3:1][O:2][C:3]1[CH:8]=[CH:7][C:6]([N:9]2[CH2:14][CH2:13][N:12]([C:15]3[CH:20]=[CH:19][C:18]([NH:21][C:22]4[S:23][CH:24]=[C:25]([C:27]5[CH:32]=[CH:31][CH:30]=[CH:29][CH:28]=5)[N:26]=4)=[CH:17][CH:16]=3)[CH2:11][CH2:10]2)=[CH:5][CH:4]=1.Br[CH2:34][CH3:35].[OH-].[Na+].CN(C)C=O>O>[CH2:34]([N:21]([C:18]1[CH:17]=[CH:16][C:15]([N:12]2[CH2:11][CH2:10][N:9]([C:6]3[CH:5]=[CH:4][C:3]([O:2][CH3:1])=[CH:8][CH:7]=3)[CH2:14][CH2:13]2)=[CH:20][CH:19]=1)[C:22]1[S:23][CH:24]=[C:25]([C:27]2[CH:28]=[CH:29][CH:30]=[CH:31][CH:32]=2)[N:26]=1)[CH3:35] |f:2.3|. Procedure details: A mixture of 4.6 parts of N-[4-[4-(4-methoxyphenyl)-1-piperazinyl]phenyl]-4-phenyl-2-thiazolamine, 2 parts of bromoethane, 1 part of sodium hydroxide and 94 parts of N,N-dimethylformamide was stirred for 16 hours at room temperature. Another portion of 2 parts of bromoethane and 1 part of sodium hydroxide was added and stirring was continued for 4 hours at 50° C. The reaction mixture was diluted with water. The precipitated product was filtered off and purified by column chromatography over sili... Reactants: N1C=C(C2=CC=CC=C12)/C=C/C(=O)C1=CC(=C(C(=C1)OC)OC)OC ((E)-3-(Indol-3-yl)-1-(3,4,5-trimethoxyphenyl)-2-propen-1-one), C(C1=CC=CC=C1)(=O)Cl (benzoyl chloride). The product is C(C1=CC=CC=C1)(=O)N1C=C(C2=CC=CC=C12)/C=C/C(=O)C1=CC(=C(C(=C1)OC)OC)OC ((E)-3-(1-Benzoylindol-3-yl)-1-(3,4,5-trimethoxyphenyl)-2-propen-1-one). RXN SMILES: [NH:1]1[C:9]2[C:4](=[CH:5][CH:6]=[CH:7][CH:8]=2)[C:3](/[CH:10]=[CH:11]/[C:12]([C:14]2[CH:19]=[C:18]([O:20][CH3:21])[C:17]([O:22][CH3:23])=[C:16]([O:24][CH3:25])[CH:15]=2)=[O:13])=[CH:2]1.[C:26](Cl)(=[O:33])[C:27]1[CH:32]=[CH:31][CH:30]=[CH:29][CH:28]=1>>[C:26]([N:1]1[C:9]2[C:4](=[CH:5][CH:6]=[CH:7][CH:8]=2)[C:3](/[CH:10]=[CH:11]/[C:12]([C:14]2[CH:19]=[C:18]([O:20][CH3:21])[C:17]([O:22][CH3:23])=[C:16]([O:24][CH3:25])[CH:15]=2)=[O:13])=[CH:2]1)(=[O:33])[C:27]1[CH:32]=[CH:31][CH:30]=[CH:29][CH:28]=1. Procedure: Substantially the same procedure as in Example 7 was repeated using Compound 1 (1.69 g) obtained in Example 1 and benzoyl chloride (1.16 ml) to give Compound 8 (0.91 g). Reactants: CCc1cccc(Br)c1, [Li]CCCC, C1CCOC1, CCOCC, CN(C)C=O. Yields the product CCc1cccc(C=O)c1. Reaction SMILES: [Br:1][c:2]1[cH:3][c:4]([CH2:8][CH3:9])[cH:5][cH:6][cH:7]1.[CH2:10]([Li:11])[CH2:12][CH2:13][CH3:14].[CH2:20]1[O:21][CH2:22][CH2:23][CH2:24]1.[CH3:25][CH2:26][O:27][CH2:28][CH3:29].[O:15]=[CH:16][N:17]([CH3:18])[CH3:19]>>[c:2]1([CH:16]=[O:15])[cH:3][c:4]([CH2:8][CH3:9])[cH:5][cH:6][cH:7]1. The reactants are ice water, [OH-].[Na+] (sodium hydroxide), ClC=1C(=CC=2CCC3(CCC(C=C3C2C1Cl)=O)CCC)OCC#N (2-[(3,4-Dichloro-6,7,8,8a,9,10-hexahydro-6-oxo-8a-propyl-2-phenanthrenyl)oxy]acetonitrile), C[O-].[Na+] (sodium methoxide), [Cl-].[NH4+] (ammonium chloride). Solvent: CO (methanol). Run at time 2 hour. The product is Cl.ClC=1C(=CC=2CCC3(CCC(C=C3C2C1Cl)=O)CCC)OCC(N)=N (2-[(3,4-Dichloro-6,7,8,8a,9,10-hexahydro-6-oxo-8a-propyl-2-phenanthrenyl)oxy]ethanimidamide hydrochloride). As a reaction SMILES: [Cl:1][C:2]1[C:3]([O:21][CH2:22][C:23]#[N:24])=[CH:4][C:5]2[CH2:6][CH2:7][C:8]3([CH2:18][CH2:19][CH3:20])[C:13]([C:14]=2[C:15]=1[Cl:16])=[CH:12][C:11](=[O:17])[CH2:10][CH2:9]3.C[O-].[Na+].[Cl-].[NH4+:29].[OH-].[Na+]>CO>[ClH:1].[Cl:1][C:2]1[C:3]([O:21][CH2:22][C:23](=[NH:29])[NH2:24])=[CH:4][C:5]2[CH2:6][CH2:7][C:8]3([CH2:18][CH2:19][CH3:20])[C:13]([C:14]=2[C:15]=1[Cl:16])=[CH:12][C:11](=[O:17])[CH2:10][CH2:9]3 |f:1.2,3.4,5.6,8.9|. Procedure details: To a solution of 2-[(3,4-Dichloro-6,7,8,8a,9,10-hexahydro-6-oxo-8a-propyl-2-phenanthrenyl)oxy]acetonitrile (200 mg, 0.549 mmole) in methanol (3 ml ) is added sodium methoxide (10 mg). After stirring for 1 hour ammonium chloride (53.5 mg, 1 mmole) is added and stirring is continued for 2 hours. The reaction mixture is poured into ice water containing 0.5 ml of 10N sodium hydroxide extracted with ether, washed with water dried over potassium carbonate, filtered and acidified with 10N ethanolic hyd... The reactants are E2, FC=1C=C(C=C(C1)F)C1(CNCC1)O (3-(3,5-difluorophenyl)pyrrolidin-3-ol), C([O-])([O-])=O.[K+].[K+] (potassium carbonate), C(C=C)Br (allylbromide), C([O-])([O-])=O.[Na+].[Na+] (sodium carbonate). Solvent: C(C)#N (acetonitrile). Run at temperature 60 celsius. The product is C(C=C)N1CC(CC1)(O)C1=CC(=CC(=C1)F)F ((−)-1-ALLYL-3-(3,5-DIFLUOROPHENYL)PYRROLIDIN-3-OL). Yield: 23.1%. As a reaction SMILES: [F:1][C:2]1[CH:3]=[C:4]([C:9]2([OH:14])[CH2:13][CH2:12][NH:11][CH2:10]2)[CH:5]=[C:6]([F:8])[CH:7]=1.C(=O)([O-])[O-].[K+].[K+].[CH2:21](Br)[CH:22]=[CH2:23].C(=O)([O-])[O-].[Na+].[Na+]>C(#N)C>[CH2:23]([N:11]1[CH2:12][CH2:13][C:9]([C:4]2[CH:5]=[C:6]([F:8])[CH:7]=[C:2]([F:1])[CH:3]=2)([OH:14])[CH2:10]1)[CH:22]=[CH2:21] |f:1.2.3,5.6.7|. Procedure: In a sealed tube a mixture of enantiomer E2 of 3-(3,5-difluorophenyl)pyrrolidin-3-ol (0.29 g, 1.45 mmol), acetonitrile (15 mL), potassium carbonate (0.4 g, 2.9 mmol) and allylbromide (0.13 mL, 1.59 mmol) was heated at 60° C. for 2 h. Aqueous sodium carbonate (10%, 5 mL) was added and the aqueous phase was extracted with ethyl acetate (2×50 mL). The combined organic phase was dried (Na2SO4) and evaporated. Purification by flash chromatography on silica gel (ethyl acetate/methanol, 7:1) gave the t...